From a dataset of the Open Reaction Database (ORD), a public repository of structured organic reaction records. describe an organic reaction: reactants, conditions, products, and yield The reactants are C(C(C)(C)C)(=O)Cl (pivaloyl chloride), C(C1=CC=CC=C1)O[C@H]1[C@H](OCC(C)CCC[C@@H](C)[C@H]2CC[C@H]3[C@@H]4CCC5CCCC[C@]5(C)[C@H]4CC[C@]23C)O[C@@H]([C@@H]([C@@H]1O)OCC1=CC=CC=C1)CO (Cholestanyl 2,4-di-O-Benzyl-β-D-galactopyranoside), C(C(C)(C)C)(=O)Cl (Pivaloyl chloride). The solvent is C(C)(=O)OCC (ethyl acetate), N1=CC=CC=C1 (pyridine). Run at temperature -2.5 celsius, time 0.5 hour. The product is C(C1=CC=CC=C1)O[C@H]1[C@H](OCC(C)CCC[C@@H](C)[C@H]2CC[C@H]3[C@@H]4CCC5CCCC[C@]5(C)[C@H]4CC[C@]23C)O[C@@H]([C@@H]([C@@H]1O)OCC1=CC=CC=C1)COC(C(C)(C)C)=O (Cholestanyl 2,4-di-O-Benzyl-6-O-pivaloyl-β-D-galactopyranoside). Isolated yield 91.9%. Reaction SMILES: [CH2:1]([O:8][C@@H:9]1[C@@H:42]([OH:43])[C@@H:41]([O:44][CH2:45][C:46]2[CH:51]=[CH:50][CH:49]=[CH:48][CH:47]=2)[C@@H:40]([CH2:52][OH:53])[O:39][C@H:10]1[O:11][CH2:12][CH:13]([CH2:15][CH2:16][CH2:17][C@H:18]([C@@H:20]1[C@:37]2([CH3:38])[C@H:23]([C@H:24]3[C@H:34]([CH2:35][CH2:36]2)[C@:32]2([CH3:33])[CH:27]([CH2:28][CH2:29][CH2:30][CH2:31]2)[CH2:26][CH2:25]3)[CH2:22][CH2:21]1)[CH3:19])[CH3:14])[C:2]1[CH:7]=[CH:6][CH:5]=[CH:4][CH:3]=1.[C:54](Cl)(=[O:59])[C:55]([CH3:58])([CH3:57])[CH3:56]>N1C=CC=CC=1.C(OCC)(=O)C>[CH2:1]([O:8][C@@H:9]1[C@@H:42]([OH:43])[C@@H:41]([O:44][CH2:45][C:46]2[CH:47]=[CH:48][CH:49]=[CH:50][CH:51]=2)[C@@H:40]([CH2:52][O:53][C:54](=[O:59])[C:55]([CH3:58])([CH3:57])[CH3:56])[O:39][C@H:10]1[O:11][CH2:12][CH:13]([CH2:15][CH2:16][CH2:17][C@H:18]([C@@H:20]1[C@:37]2([CH3:38])[C@H:23]([C@H:24]3[C@H:34]([CH2:35][CH2:36]2)[C@:32]2([CH3:33])[CH:27]([CH2:28][CH2:29][CH2:30][CH2:31]2)[CH2:26][CH2:25]3)[CH2:22][CH2:21]1)[CH3:19])[CH3:14])[C:2]1[CH:7]=[CH:6][CH:5]=[CH:4][CH:3]=1. Procedure details: Compound 26 (647 mg, 0.885 mmol) was dissolved in pyridine (13 mL). To the solution, pivaloyl chloride (138 μl, 1.15 mmol) was added, and the mixture was stirred at −5 to 0° C. for 0.5 hour. Pivaloyl chloride (138 μl, 1.15 mmol) was further added thereto, and the mixture was stirred at −5 to 0° C. for 1 hour. The reaction mixture was diluted with ethyl acetate, and filtered through Celite, and the filtrate was washed successively with saturated aqueous sodium hydrogencarbonate and saturated brin...